From a dataset of the Open Reaction Database (ORD), a public repository of structured organic reaction records. describe an organic reaction: reactants, conditions, products, and yield The reactants are O=C([O-])[O-], CC(C)=O, ClCC1CO1, [K+], [K+], CC1(C)CC(c2ccccc2)c2ccc(O)cc2O1. Product: CC1(C)CC(c2ccccc2)c2ccc(OCC3CO3)cc2O1. Reaction SMILES: [C:20](=[O:21])([O-:22])[O-:23].[CH3:31][C:32](=[O:33])[CH3:34].[Cl:26][CH2:27][CH:28]1[CH2:29][O:30]1.[K+:24].[K+:25].[OH:1][c:2]1[cH:3][cH:4][c:5]2[c:10]([cH:11]1)[O:9][C:8]([CH3:12])([CH3:13])[CH2:7][CH:6]2[c:14]1[cH:15][cH:16][cH:17][cH:18][cH:19]1>>[O:1]([c:2]1[cH:3][cH:4][c:5]2[c:10]([cH:11]1)[O:9][C:8]([CH3:12])([CH3:13])[CH2:7][CH:6]2[c:14]1[cH:15][cH:16][cH:17][cH:18][cH:19]1)[CH2:27][CH:28]1[CH2:29][O:30]1. Reactants: CC(=O)C (acetone), Cl (hydrochloric acid), C(CCC)[Li] (n-Butyllithium), CN1CCC(=CC1)C1=CC=CC=C1 (1-methyl-4-phenyl-1,2,3,6-tetrahydropyridine). The solvent is O1CCCC1 (tetrahydrofuran), O1CCCC1 (tetrahydrofuran). Run at time 15 minute. The product is C1(=CC=CC=C1)C12CCN(C(OC1(C)C)C2)C (5-phenyl-2,6,6-trimethyl-7-oxa-2-azabicyclo[3.2.1]octane). As a reaction SMILES: C([Li])CCC.[CH3:6][N:7]1[CH2:12][CH:11]=[C:10]([C:13]2[CH:18]=[CH:17][CH:16]=[CH:15][CH:14]=2)[CH2:9][CH2:8]1.[CH3:19][C:20]([CH3:22])=[O:21].Cl>O1CCCC1>[C:13]1([C:10]23[CH2:9][CH:8]([O:21][C:20]2([CH3:22])[CH3:19])[N:7]([CH3:6])[CH2:12][CH2:11]3)[CH:18]=[CH:17][CH:16]=[CH:15][CH:14]=1. Procedure details: n-Butyllithium (15 ml of 1.5M solution in hexane) was added under nitrogen to a solution of 4.7 g of commercially available 1-methyl-4-phenyl-1,2,3,6-tetrahydropyridine (II: R1 =Me; R2, R3 =H; R4 =phenyl) in 50 mL of tetrahydrofuran, kept at -10°. The deep red solution was stirred at -10° for 15 min and then transferred in a slow stream into a stirred mixture of 15 mL of acetone and 25 mL of tetrahydrofuran and kept at -70°. Excess 10% hydrochloric acid was added after stirring at -70° for 5 min... Reactants: C1(=CC=C(C2=CC=CC=C12)C(=O)O)C(=O)O (1,4-naphthalenedicarboxylic acid), C(CCCCCCCCCC)C=1NC=CN1 (2-undecylimidazole). The solvent is C(C)(=O)OCC (ethyl acetate). The product is C1(=CC=C(C2=CC=CC=C12)C(=O)O)C(=O)O.C(CCCCCCCCCC)C=1NC=CN1 (1,4-naphthalenedicarboxylic acid 2-undecylimidazole). As a reaction SMILES: [C:1]1([C:14]([OH:16])=[O:15])[C:10]2[C:5](=[CH:6][CH:7]=[CH:8][CH:9]=2)[C:4]([C:11]([OH:13])=[O:12])=[CH:3][CH:2]=1.[CH2:17]([C:28]1[NH:29][CH:30]=[CH:31][N:32]=1)[CH2:18][CH2:19][CH2:20][CH2:21][CH2:22][CH2:23][CH2:24][CH2:25][CH2:26][CH3:27]>C(OCC)(=O)C>[C:1]1([C:14]([OH:16])=[O:15])[C:10]2[C:5](=[CH:6][CH:7]=[CH:8][CH:9]=2)[C:4]([C:11]([OH:13])=[O:12])=[CH:3][CH:2]=1.[CH2:17]([C:28]1[NH:32][CH:31]=[CH:30][N:29]=1)[CH2:18][CH2:19][CH2:20][CH2:21][CH2:22][CH2:23][CH2:24][CH2:25][CH2:26][CH3:27] |f:3.4|. Procedure details: To a 3 L-three neck flask, 43.2 g of 1,4-naphthalenedicarboxylic acid and 44.5 g of 2-undecylimidazole, and 1000 ml of ethyl acetate were added, stirred and heated at reflux for 3 hours. After cooling, by performing filtration and vacuum drying, 85.9 of the clathrate complex of 1,4-naphthalenedicarboxylic acid/2-undecylimidazole (1:1) was obtained. The obtained clathrate complex was subjected to 1H-NMR, TG-DTA and XRD to confirm the clathration. Reported procedure: 10 g (0.033 mols) 2 bromo-2(2,6-dichlorophenyl)-acetic acid methyl ester (Example 8) are heated with sodium methylate in methanol (1.6 g Na in 100 ml MeOH) in an autoclave for 5 hours at 150 degrees C. After evaporation of the solvent, the residue is taken up in a water-chloroform mixture. By acidification of the aqueous phase, 3.9 g 2-(2,6-dichlorophenyl)-2-methoxy-acetic acid is obtained. It melts at 119-122 degrees C. after recrystallization from diisopropyl ether. Reaction SMILES: C[O:2][C:3](=[O:14])[CH:4](Br)[C:5]1[C:10]([Cl:11])=[CH:9][CH:8]=[CH:7][C:6]=1[Cl:12].[CH3:15][O-:16].[Na+]>CO>[Cl:12][C:6]1[CH:7]=[CH:8][CH:9]=[C:10]([Cl:11])[C:5]=1[CH:4]([O:16][CH3:15])[C:3]([OH:2])=[O:14] |f:1.2|. The reactants are 2, COC(C(C1=C(C=CC=C1Cl)Cl)Br)=O (bromo-2(2,6-dichlorophenyl)-acetic acid methyl ester), C[O-].[Na+] (sodium methylate). Run in CO (methanol). Yields the product ClC1=C(C(=CC=C1)Cl)C(C(=O)O)OC (2-(2,6-dichlorophenyl)-2-methoxy-acetic acid).